From a dataset of the Open Reaction Database (ORD), a public repository of structured organic reaction records. describe an organic reaction: reactants, conditions, products, and yield Starting materials: OC(C(=O)OC)C1=C(C2=C(C(N1C)=O)SC1=C2CCCC1)C=1C(=C2CCCOC2=CC1)C (methyl 2-hydroxy-2-(2-methyl-4-(5-methylchroman-6-yl)-1-oxo-1,2,5,6,7,8-hexahydrobenzo[4,5]thieno[2,3-c]pyridin-3-yl)acetate), HClO4, C(=O)(O)[O-].[Na+] (NaHCO3). Run in C(C)(=O)OC(C)(C)C (t-Butyl acetate). Reaction conditions: time 30 minute. Product: COC(C(C1=C(C2=C(C(N1C)=O)SC1=C2CCCC1)C=1C(=C2CCCOC2=CC1)C)OC(C)(C)C)=O (tert-Butoxy-[2-methyl-4-(5-methyl-chroman-6-yl)-1-oxo-1,2,5,6,7,8-hexahydro-benzo[4,5]thieno[2,3-c]pyridin-3-yl]-acetic acid methyl ester). The yield is 118.9%. Reaction SMILES: [OH:1][CH:2]([C:7]1[N:12]([CH3:13])[C:11](=[O:14])[C:10]2[S:15][C:16]3[CH2:21][CH2:20][CH2:19][CH2:18][C:17]=3[C:9]=2[C:8]=1[C:22]1[C:23]([CH3:32])=[C:24]2[C:29](=[CH:30][CH:31]=1)[O:28][CH2:27][CH2:26][CH2:25]2)[C:3]([O:5][CH3:6])=[O:4].C([O-])(O)=O.[Na+]>C(OC(C)(C)C)(=O)C>[CH3:6][O:5][C:3](=[O:4])[CH:2]([O:1][C:8]([CH3:22])([CH3:9])[CH3:7])[C:7]1[N:12]([CH3:13])[C:11](=[O:14])[C:10]2[S:15][C:16]3[CH2:21][CH2:20][CH2:19][CH2:18][C:17]=3[C:9]=2[C:8]=1[C:22]1[C:23]([CH3:32])=[C:24]2[C:29](=[CH:30][CH:31]=1)[O:28][CH2:27][CH2:26][CH2:25]2 |f:1.2|. Procedure: To a solution of compound methyl 2-hydroxy-2-(2-methyl-4-(5-methylchroman-6-yl)-1-oxo-1,2,5,6,7,8-hexahydrobenzo[4,5]thieno[2,3-c]pyridin-3-yl)acetate (30 mg, 0.066 mmol) in t-Butyl acetate (3 mL) was added HClO4 (6.64 mg, 0.066 mmol). The mixture was stirred at room temperature for 30 min. The reaction mixture neutralized with saturated aqueous NaHCO3 (10 mL). The resulting solution was extracted with ethyl acetate (15 mL×3). The combined ethyl acetate were dried over Na2SO4 and concentrated to... The reactants are C1CCOC1, CCC(Nc1cc(C)nc(Oc2c(C)cc(Cl)cc2C)c1C(=O)OC)C(C)O, [H-], [Na+]. Yields the product CCC(Nc1cc(C)nc(Oc2c(C)cc(Cl)cc2C)c1C(=O)OC)C(C)OC. Reaction SMILES: [CH2:31]1[O:32][CH2:33][CH2:34][CH2:35]1.[CH3:1][O:2][C:3]([c:4]1[c:5]([O:18][c:19]2[c:20]([CH3:27])[cH:21][c:22]([Cl:26])[cH:23][c:24]2[CH3:25])[n:6][c:7]([CH3:17])[cH:8][c:9]1[NH:10][CH:11]([CH:12]([CH3:13])[OH:14])[CH2:15][CH3:16])=[O:28].[H-:30].[Na+:29]>>[CH3:1][O:2][C:3]([c:4]1[c:5]([O:18][c:19]2[c:20]([CH3:27])[cH:21][c:22]([Cl:26])[cH:23][c:24]2[CH3:25])[n:6][c:7]([CH3:17])[cH:8][c:9]1[NH:10][CH:11]([CH:12]([CH3:13])[O:14][CH3:31])[CH2:15][CH3:16])=[O:28]. Starting materials: C(C)OC(CN1C(C(N(CC1)CC)=O)=O)=O ((4-ethyl-2,3-dioxo-piperazin-1-yl)-acetic acid ethyl ester), O.NN (hydrazine hydrate). Solvent: C(C)O (ethanol). Product: C(C)N1C(C(N(CC1)CC(=O)NN)=O)=O ((4-Ethyl-2,3-dioxo-piperazin-1-yl)-acetic acid hydrazide). The yield is 77.0%. RXN SMILES: C(O[C:4](=[O:16])[CH2:5][N:6]1[CH2:11][CH2:10][N:9]([CH2:12][CH3:13])[C:8](=[O:14])[C:7]1=[O:15])C.O.[NH2:18][NH2:19]>C(O)C>[CH2:12]([N:9]1[CH2:10][CH2:11][N:6]([CH2:5][C:4]([NH:18][NH2:19])=[O:16])[C:7](=[O:15])[C:8]1=[O:14])[CH3:13] |f:1.2|. Procedure: As described for example 112a, (4-ethyl-2,3-dioxo-piperazin-1-yl)-acetic acid ethyl ester in ethanol was reacted with hydrazine hydrate (1.2 equivalents) and the resulting mixture heated under reflux for 16 h. The precipitated product was filtered off and dried to afford the title compound as a white solid (yield: 77%). MS: m/e=215.4 [M+H]+.